From a dataset of the Open Reaction Database (ORD), a public repository of structured organic reaction records. describe an organic reaction: reactants, conditions, products, and yield Reactants: N (ammonia), COC(=O)C=1N(C=C(N1)Br)C (4-bromo-1-methyl-1H-imidazole-2-carboxylic acid methyl ester). Solvent: CO (MeOH). Run at temperature 20 celsius, time 16 hour. Yields the product BrC=1N=C(N(C1)C)C(=O)N (4-bromo-1-methyl-1H-imidazole-2-carboxylic acid amide). Yield: 100.0%. RXN SMILES: [NH3:1].C[O:3][C:4]([C:6]1[N:7]([CH3:12])[CH:8]=[C:9]([Br:11])[N:10]=1)=O>CO>[Br:11][C:9]1[N:10]=[C:6]([C:4]([NH2:1])=[O:3])[N:7]([CH3:12])[CH:8]=1. Reported procedure: To the saturated solution of ammonia in MeOH was added 165 mg of 4-bromo-1-methyl-1H-imidazole-2-carboxylic acid methyl ester and the resulting mixture was stirred at 20° C. for 16 h. The solution was evaporated to give 4-bromo-1-methyl-1H-imidazole-2-carboxylic acid amide (154 mg, yield 100%). LC-MS calcd for C5H6BrN3O (m/e) 202.97, obsd 204 and 206 [M+1]+. The reactants are C(C)(C)(C)C=1C(=C(C=O)C=C(C1)C(C)(C)C)O (3,5-di-tert-butyl-2-hydroxybenzaldehyde), NC1=C(C=CC=C1)S (2-Aminothiophenol). The solvent is C1=CC=CC=C1 (benzene), C1=CC=CC=C1 (benzene). Reaction conditions: temperature 100 celsius. Product: SC1=C(C=CC=C1)N=CC1=C(C(=CC(=C1)C(C)(C)C)C(C)(C)C)O (2-((2-mercaptophenylimino)methyl)-4,6-di-tert-butylphenol). As a reaction SMILES: [C:1]([C:5]1[C:6]([OH:17])=[C:7]([CH:10]=[C:11]([C:13]([CH3:16])([CH3:15])[CH3:14])[CH:12]=1)[CH:8]=O)([CH3:4])([CH3:3])[CH3:2].[NH2:18][C:19]1[CH:24]=[CH:23][CH:22]=[CH:21][C:20]=1[SH:25]>C1C=CC=CC=1>[SH:25][C:20]1[CH:21]=[CH:22][CH:23]=[CH:24][C:19]=1[N:18]=[CH:8][C:7]1[CH:10]=[C:11]([C:13]([CH3:16])([CH3:15])[CH3:14])[CH:12]=[C:5]([C:1]([CH3:4])([CH3:3])[CH3:2])[C:6]=1[OH:17]. Procedure details: A solution of 3,5-di-tert-butyl-2-hydroxybenzaldehyde (6.79 g, 0.03 mol) in benzene (50 mL) was added to a solution of 2-Aminothiophenol (3.63 g, 0.03 mol) in benzene (50 mL) and heated at 100° C. in closed glass vessel for 3 days. The solvent was removed in vacuum. The product was obtained as a yellow oil in a quantitative yield. Product: Cc1ccc(COC(=O)c2ccccc2)c[n+]1[O-]. RXN SMILES: [C:1]([c:2]1[cH:3][cH:4][cH:5][cH:6][cH:7]1)(=[O:8])[O:9][CH2:10][c:11]1[cH:12][n:13][c:14]([CH3:17])[cH:15][cH:16]1.[C:29](=[O:30])([O-:31])[O-:32].[CH:35]([Cl:36])([Cl:37])[Cl:38].[Cl:18][c:19]1[cH:20][cH:21][cH:22][c:23]([C:24]([O:25][OH:27])=[O:26])[cH:28]1.[K+:33].[K+:34]>>[C:1]([c:2]1[cH:3][cH:4][cH:5][cH:6][cH:7]1)(=[O:8])[O:9][CH2:10][c:11]1[cH:12][n+:13]([O-:26])[c:14]([CH3:17])[cH:15][cH:16]1. Starting materials: Cc1ccc(COC(=O)c2ccccc2)cn1, O=C([O-])[O-], ClC(Cl)Cl, O=C(OO)c1cccc(Cl)c1, [K+], [K+]. Starting materials: CC(=O)O, Cc1c[nH]c2ncccc12, O=S(=O)(Cl)Cl. Product: Cc1c(Cl)[nH]c2ncccc12. As a reaction SMILES: [CH3:16][C:17](=[O:18])[OH:19].[CH3:1][c:2]1[cH:3][nH:4][c:5]2[n:6][cH:7][cH:8][cH:9][c:10]12.[S:11]([Cl:12])(=[O:13])([Cl:14])=[O:15]>>[CH3:1][c:2]1[c:3]([Cl:14])[nH:4][c:5]2[n:6][cH:7][cH:8][cH:9][c:10]12. Starting materials: NC1=C(C=C(C(=C1)OC)OC)CCNCCCN(C1CC2=CC(=CC=C2CC1)OC)C (1-[2-(2-amino-4,5-dimethoxy-phenyl)-ethyl amino]-3-[N-methyl-N-(7-methoxy-1,2,3,4-tetrahydro naphth 2-yl)-amino]-propane), N,N'-carbonyldiimidazole, C(C)(=O)OCC (ethyl acetate). Product: COC=1C(=CC2=C(CCN(C(N2)=O)CCCN(C2CC3=CC(=CC=C3CC2)OC)C)C1)OC (1-[7,8-Dimethoxy-1,3,4,5-tetrahydro-2H-1,3-benzodiazepin-2-on-3-yl]-3-[N-methyl-N-(7-methoxy-1,2,3,4 -tetrahydronaphth-2-yl)-amino]-propane). Reaction SMILES: [NH2:1][C:2]1[CH:7]=[C:6]([O:8][CH3:9])[C:5]([O:10][CH3:11])=[CH:4][C:3]=1[CH2:12][CH2:13][NH:14][CH2:15][CH2:16][CH2:17][N:18]([CH3:31])[CH:19]1[CH2:28][CH2:27][C:26]2[C:21](=[CH:22][C:23]([O:29][CH3:30])=[CH:24][CH:25]=2)[CH2:20]1.[C:32](OCC)(=[O:34])C>>[CH3:11][O:10][C:5]1[C:6]([O:8][CH3:9])=[CH:7][C:2]2[NH:1][C:32](=[O:34])[N:14]([CH2:15][CH2:16][CH2:17][N:18]([CH3:31])[CH:19]3[CH2:28][CH2:27][C:26]4[C:21](=[CH:22][C:23]([O:29][CH3:30])=[CH:24][CH:25]=4)[CH2:20]3)[CH2:13][CH2:12][C:3]=2[CH:4]=1. Procedure: Here, 1-[2-(2-amino-4,5-dimethoxy-phenyl)-ethyl amino]-3-[N-methyl-N-(7-methoxy-1,2,3,4-tetrahydro naphth 2-yl)-amino]-propane (2.0 g, 0.005 mol) and N,N'-carbonyldiimidazole (1 g, 0.006 mol) are reflxed for 60 minutes in absolute ethyl acetate (40 ml). After extraction with saturated potassium carbonate solution and with water, the product which has been evaporated in vacuo is dissolved in methylene chloride and precipitated with petroleum ether. yield: 1.2 g. Mp: 163°-165° C. Starting materials: O=C([O-])O, ClCCl, CO, ClP(Cl)(Cl)(Cl)Cl, [Na+], O, CC(=O)OC=C1CSC2C(NC(=O)Cc3ccccc3)C(=O)N2C1C(=O)OCc1ccc([N+](=O)[O-])cc1, c1ccncc1. The product is CC(=O)OC=C1CSC2C(N)C(=O)N2C1C(=O)OCc1ccc([N+](=O)[O-])cc1. As a reaction SMILES: [C:50](=[O:51])([OH:52])[O-:53].[CH2:55]([Cl:56])[Cl:57].[CH3:59][OH:60].[Cl:7][P:8]([Cl:9])([Cl:10])([Cl:11])[Cl:12].[Na+:54].[OH2:58].[c:13]1([CH2:14][C:15](=[O:16])[NH:22][CH:23]2[CH:24]3[N:25]([CH:26]([C:35](=[O:36])[O:37][CH2:38][c:39]4[cH:40][cH:41][c:42]([N+:45](=[O:46])[O-:47])[cH:43][cH:44]4)[C:27](=[CH:30][O:31][C:32]([CH3:33])=[O:34])[CH2:28][S:29]3)[C:48]2=[O:49])[cH:17][cH:18][cH:19][cH:20][cH:21]1.[cH:1]1[cH:2][cH:3][n:4][cH:5][cH:6]1>>[NH2:22][CH:23]1[CH:24]2[N:25]([CH:26]([C:35](=[O:36])[O:37][CH2:38][c:39]3[cH:40][cH:41][c:42]([N+:45](=[O:46])[O-:47])[cH:43][cH:44]3)[C:27](=[CH:30][O:31][C:32]([CH3:33])=[O:34])[CH2:28][S:29]2)[C:48]1=[O:49]. Starting materials: ClC1=C(C=NC2=CC=C(N=C12)OCCCN1CCOCC1)C#N (4-chloro-6-(3-morpholin-4-yl-propoxy)-[1.5]naphthyridine-3-carbonitrile), BrC=1C=C(N)C=CC1 (3-bromoaniline), Cl.N1=CC=CC=C1 (pyridine HCl salt). The solvent is C(C)OC(C)O (ethoxyethanol). Yields the product BrC=1C=C(C=CC1)NC1=C(C=NC2=CC=C(N=C12)OCCCN1CCOCC1)C#N (4-(3-Bromo-phenylamino)-6-(3-morpholin-4-yl-propoxy)-[1.5]naphthyridine-3-carbonitrile). As a reaction SMILES: Cl[C:2]1[C:11]2[C:6](=[CH:7][CH:8]=[C:9]([O:12][CH2:13][CH2:14][CH2:15][N:16]3[CH2:21][CH2:20][O:19][CH2:18][CH2:17]3)[N:10]=2)[N:5]=[CH:4][C:3]=1[C:22]#[N:23].[Br:24][C:25]1[CH:26]=[C:27]([CH:29]=[CH:30][CH:31]=1)[NH2:28].Cl.N1C=CC=CC=1>C(OC(O)C)C>[Br:24][C:25]1[CH:26]=[C:27]([NH:28][C:2]2[C:11]3[C:6](=[CH:7][CH:8]=[C:9]([O:12][CH2:13][CH2:14][CH2:15][N:16]4[CH2:21][CH2:20][O:19][CH2:18][CH2:17]4)[N:10]=3)[N:5]=[CH:4][C:3]=2[C:22]#[N:23])[CH:29]=[CH:30][CH:31]=1 |f:2.3|. Procedure details: A mixture of 4-chloro-6-(3-morpholin-4-yl-propoxy)-[1.5]naphthyridine-3-carbonitrile (700 mg, 2.10 mmol), 3-bromoaniline (0.458 ml, 4.2 mmol) and pyridine HCl salt (534 mg, 2.2 mmol) in ethoxyethanol (30 ml) was heated at reflux for 6 hrs under argon. After cooling, the solvent was removed by rotary evaporation. The residue was treated with ice water, made basic with NH4OH, and extracted with ethyl acetate. The combined extracts were washed (sat brine), dried (Na2SO4), and concentrated. The oily... The reactants are O=C([O-])[O-], CI, [K+], [K+], C=CCOCC1(c2cccc(C(F)(F)F)c2)NC(=O)N(c2ccc(C#N)c(C(F)(F)F)c2)C1=O, CN(C)C=O. Product: C=CCOCC1(c2cccc(C(F)(F)F)c2)C(=O)N(c2ccc(C#N)c(C(F)(F)F)c2)C(=O)N1C. As a reaction SMILES: [C:35](=[O:36])([O-:37])[O-:38].[CH3:41][I:42].[K+:39].[K+:40].[O:1]=[C:2]1[N:3]([c:23]2[cH:24][c:25]([C:31]([F:32])([F:33])[F:34])[c:26]([C:27]#[N:28])[cH:29][cH:30]2)[C:4](=[O:22])[C:5]([c:7]2[cH:8][c:9]([C:13]([F:14])([F:15])[F:16])[cH:10][cH:11][cH:12]2)([CH2:17][O:18][CH2:19][CH:20]=[CH2:21])[NH:6]1.[O:43]=[CH:44][N:45]([CH3:46])[CH3:47]>>[O:1]=[C:2]1[N:3]([c:23]2[cH:24][c:25]([C:31]([F:32])([F:33])[F:34])[c:26]([C:27]#[N:28])[cH:29][cH:30]2)[C:4](=[O:22])[C:5]([c:7]2[cH:8][c:9]([C:13]([F:14])([F:15])[F:16])[cH:10][cH:11][cH:12]2)([CH2:17][O:18][CH2:19][CH:20]=[CH2:21])[N:6]1[CH3:35]. Starting materials: Cc1nc(-c2ccccc2)c(-c2ccccc2)n1CCCCCC(C(=O)O)(C(=O)O)c1ccccc1, CC(=O)O. The product is Cc1nc(-c2ccccc2)c(-c2ccccc2)n1CCCCCC(C(=O)O)c1ccccc1. Reaction SMILES: [CH3:1][c:2]1[n:3]([CH2:19][CH2:20][CH2:21][CH2:22][CH2:23][C:24]([C:25](=[O:26])[OH:27])([C:28]([OH:29])=[O:30])[c:31]2[cH:32][cH:33][cH:34][cH:35][cH:36]2)[c:4](-[c:13]2[cH:14][cH:15][cH:16][cH:17][cH:18]2)[c:5](-[c:7]2[cH:8][cH:9][cH:10][cH:11][cH:12]2)[n:6]1.[CH3:37][C:38](=[O:39])[OH:40]>>[CH3:1][c:2]1[n:3]([CH2:19][CH2:20][CH2:21][CH2:22][CH2:23][CH:24]([C:25](=[O:26])[OH:27])[c:31]2[cH:32][cH:33][cH:34][cH:35][cH:36]2)[c:4](-[c:13]2[cH:14][cH:15][cH:16][cH:17][cH:18]2)[c:5](-[c:7]2[cH:8][cH:9][cH:10][cH:11][cH:12]2)[n:6]1.